From a dataset of the Open Reaction Database (ORD), a public repository of structured organic reaction records. describe an organic reaction: reactants, conditions, products, and yield Starting materials: CCO, NC(N)=S, [Na+], [OH-], ClCCCc1cccnc1. The product is SCCCc1cccnc1. Reaction SMILES: [CH3:17][CH2:18][OH:19].[NH2:11][C:12]([NH2:13])=[S:14].[Na+:16].[OH-:15].[n:1]1[cH:2][c:3]([CH2:7][CH2:8][CH2:9][Cl:10])[cH:4][cH:5][cH:6]1>>[n:1]1[cH:2][c:3]([CH2:7][CH2:8][CH2:9][SH:14])[cH:4][cH:5][cH:6]1. Starting materials: O=CC1=CC(OC)=C(O)C=C1 (Vanillin), MS(NH3), BrCC(=O)OC(C)(C)C (t-butyl bromoacetate), C([O-])([O-])=O.[K+].[K+] (potassium carbonate). The solvent is CN(C)C=O (DMF). Yields the product COC=1C=C(C=O)C=CC1OCC(=O)OC(C)(C)C (3-Methoxy-4-(2-t-butyloxy-2-oxo-ethoxy)benzaldehyde). RXN SMILES: [O:1]=[CH:2][C:3]1[CH:11]=[CH:10][C:8]([OH:9])=[C:5]([O:6][CH3:7])[CH:4]=1.Br[CH2:13][C:14]([O:16][C:17]([CH3:20])([CH3:19])[CH3:18])=[O:15].C(=O)([O-])[O-].[K+].[K+]>CN(C=O)C>[CH3:7][O:6][C:5]1[CH:4]=[C:3]([CH:11]=[CH:10][C:8]=1[O:9][CH2:13][C:14]([O:16][C:17]([CH3:20])([CH3:19])[CH3:18])=[O:15])[CH:2]=[O:1] |f:2.3.4|. Procedure details: Vanillin was alkylated with t-butyl bromoacetate in DMF in the presence of potassium carbonate the usual way to give a waxy solid. (quant.) mp 86.8°-90° C. MS(NH3): 284 (base, M+NH4). Reactants: C(C)(C)(C)N1N=CC(=C1C1=CC=C(C=C1)F)C=1SC=C(N1)CC(=O)O (2-(2-(1-tert-butyl-5-(4-fluorophenyl)-1H-pyrazol-4-yl)thiazol-4-yl)acetic acid), [OH-].[Na+] (sodium hydroxide), C(C)O (ethanol). The solvent is C1CCOC1 (THF). Yields the product C(C)(C)(C)N1N=CC(=C1C1=CC=C(C=C1)F)C=1SC=C(N1)CC(=O)N1CCC(CC1)C(=O)O (1-({2-[1-tert-butyl-5-(4-fluorophenyl)-1H-pyrazol-4-yl]-1,3-thiazol-4-yl}acetyl)piperidine-4-carboxylic acid). The yield is 83.0%. Reaction SMILES: [C:1]([N:5]1[C:9]([C:10]2[CH:15]=[CH:14][C:13]([F:16])=[CH:12][CH:11]=2)=[C:8]([C:17]2[S:18][CH:19]=[C:20]([CH2:22][C:23](O)=[O:24])[N:21]=2)[CH:7]=[N:6]1)([CH3:4])([CH3:3])[CH3:2].[OH-:26].[Na+].[CH2:28]([OH:30])[CH3:29]>C1COCC1>[C:1]([N:5]1[C:9]([C:10]2[CH:15]=[CH:14][C:13]([F:16])=[CH:12][CH:11]=2)=[C:8]([C:17]2[S:18][CH:19]=[C:20]([CH2:22][C:23]([N:5]3[CH2:9][CH2:8][CH:29]([C:28]([OH:26])=[O:30])[CH2:2][CH2:1]3)=[O:24])[N:21]=2)[CH:7]=[N:6]1)([CH3:2])([CH3:3])[CH3:4] |f:1.2|. Procedure details: A mixed solution of 2-(2-(1-tert-butyl-5-(4-fluorophenyl)-1H-pyrazol-4-yl)thiazol-4-yl)acetic acid (95 mg, 0.19 mmol) and 1N aqueous sodium hydroxide solution (0.286 mL, 0.29 mmol) in ethanol (2 mL) and THF (2 mL) was stirred at room temperature for 3 hr. The reaction mixture was concentrated under reduced pressure, and water and 1N hydrochloric acid were added to the residue. After extraction with ethyl acetate, washing with water and saturated brine and drying, the solvent was evaporated under... Starting materials: C(C1=CC=CC=C1)N1N=CC(=CC1=O)Cl (2-benzyl-5-chloro-3(2H)-pyridazinone), C(CCO)O (1,3-propanediol), [OH-].[K+] (potassium hydroxide), CN(C=O)C (N,N-dimethylformamide). Run in O (water). The product is C(C1=CC=CC=C1)N1N=CC(=CC1=O)OCCCO (2-benzyl-5-(3-hydroxypropyloxy)-3(2H)-pyridazinone). Isolated yield 79.7%. Reaction SMILES: [CH2:1]([N:8]1[C:13](=[O:14])[CH:12]=[C:11](Cl)[CH:10]=[N:9]1)[C:2]1[CH:7]=[CH:6][CH:5]=[CH:4][CH:3]=1.[CH2:16]([OH:20])[CH2:17][CH2:18][OH:19].[OH-].[K+].CN(C)C=O>O>[CH2:1]([N:8]1[C:13](=[O:14])[CH:12]=[C:11]([O:19][CH2:18][CH2:17][CH2:16][OH:20])[CH:10]=[N:9]1)[C:2]1[CH:7]=[CH:6][CH:5]=[CH:4][CH:3]=1 |f:2.3|. Procedure details: The mixture of 10 g of 2-benzyl-5-chloro-3(2H)-pyridazinone, 50 g of 1,3-propanediol, 3.0 g of 85 % potassium hydroxide and 50 ml of N,N-dimethylformamide was reacted for 24 hours at room temperature, then to the reaction solution was added water and extracted with ethyl acetate, dried and freed of solvent to obtain 9.4 g of the intended compound. Reactants: FC1=CC=C(OC2=C(N3CCC3S2)C(=O)OCC2=CC=C(C=C2)[N+](=O)[O-])C=C1 (4-nitrobenzyl 3-(4-fluorophenoxy)-4-thia-1-azabicyclo[3,2,0]hept-2-ene-2-carboxylate), C([O-])(O)=O.[Na+] (sodium bicarbonate). Reagents/catalysts: [Pd] (palladium/charcoal). Run in O1CCOCC1 (dioxan), O (water). Product: FC1=CC=C(OC2=C(N3C(CC3S2)=O)C(=O)[O-])C=C1.[Na+] (Sodium 3-(4-fluorophenoxy)-7-oxo-4-thia-1-azabicyclo[3,2,0]hept-2-ene-2-carboxylate). Isolated yield 95.5%. RXN SMILES: [F:1][C:2]1[CH:28]=[CH:27][C:5]([O:6][C:7]2[S:13][CH:12]3[N:9]([CH2:10][CH2:11]3)[C:8]=2[C:14]([O:16]CC2C=CC([N+]([O-])=O)=CC=2)=[O:15])=[CH:4][CH:3]=1.C(=O)(O)[O-:30].[Na+:33]>O1CCOCC1.O.[Pd]>[F:1][C:2]1[CH:28]=[CH:27][C:5]([O:6][C:7]2[S:13][CH:12]3[N:9]([C:10](=[O:30])[CH2:11]3)[C:8]=2[C:14]([O-:16])=[O:15])=[CH:4][CH:3]=1.[Na+:33] |f:1.2,6.7|. Reported procedure: A mixture of a solution of 500 mg of 4-nitrobenzyl 3-(4-fluorophenoxy)-4-thia-1-azabicyclo[3,2,0]hept-2-ene-2-carboxylate in dioxan and 101 mg of sodium bicarbonate in water, and 10% palladium/charcoal was hydrogenated at 50 psi at 25° for 60 minutes. Then the reaction mixture was filtered through Celite, and then lyophilised to yield 348 mg of the title compound as a pale yellow crystalline solid (95% of the theoretical yield). Starting materials: C(C)OC(CSC1=CC=C(C=C1)O)=O ((4-Hydroxy-phenylsulfanyl)-acetic acid ethyl ester), BrCCC(C)C (1-bromo-3-methyl butane). Solvent: CC(=O)C (acetone). Yields the product C(C)OC(CSC1=CC=C(C=C1)OCCC(C)C)=O ([4-(3-methyl-butoxy)-phenylsulfanyl]-acetic acid ethyl ester). Reaction SMILES: [CH2:1]([O:3][C:4](=[O:14])[CH2:5][S:6][C:7]1[CH:12]=[CH:11][C:10]([OH:13])=[CH:9][CH:8]=1)[CH3:2].Br[CH2:16][CH2:17][CH:18]([CH3:20])[CH3:19]>CC(C)=O>[CH2:1]([O:3][C:4](=[O:14])[CH2:5][S:6][C:7]1[CH:12]=[CH:11][C:10]([O:13][CH2:16][CH2:17][CH:18]([CH3:20])[CH3:19])=[CH:9][CH:8]=1)[CH3:2]. Procedure details: To stirred solution of (4-Hydroxy-phenylsulfanyl)-acetic acid ethyl ester (2.12 g, 10 mmol), k2CO3 (anhydrous, 10 g) and 1-bromo-3-methyl butane (3 g, excess) was added in boiling acetone. The reaction mixture was refluxed for 24 hrs and cooled to room temperature. The reaction mixture was filtered and concentrated. The residue obtained was extracted with chloroform; washed well with water and concentrated. The crude product obtained was taken to next step with out purification. Yield 2.7 g (94%...